Dataset: the Open Reaction Database (ORD), a public repository of structured organic reaction records. Task: describe an organic reaction: reactants, conditions, products, and yield Starting materials: NC1=CC=C2C(=N1)OC(=N2)C2=CC=CC=C2 (5-amino-2-phenyloxazolo[5,4-b]pyridine), C(C1=CC=CC=C1)(=O)Cl (benzoyl chloride). The solvent is N1=CC=CC=C1 (pyridine), ice water. Reaction conditions: time 1 hour. The product is C(C1=CC=CC=C1)(=O)NC1=CC=C2C(=N1)OC(=N2)C2=CC=CC=C2 (5-benzoylamino-2-phenyloxazolo[5,4-b]pyridine). As a reaction SMILES: [NH2:1][C:2]1[N:7]=[C:6]2[O:8][C:9]([C:11]3[CH:16]=[CH:15][CH:14]=[CH:13][CH:12]=3)=[N:10][C:5]2=[CH:4][CH:3]=1.[C:17](Cl)(=[O:24])[C:18]1[CH:23]=[CH:22][CH:21]=[CH:20][CH:19]=1>N1C=CC=CC=1>[C:17]([NH:1][C:2]1[N:7]=[C:6]2[O:8][C:9]([C:11]3[CH:16]=[CH:15][CH:14]=[CH:13][CH:12]=3)=[N:10][C:5]2=[CH:4][CH:3]=1)(=[O:24])[C:18]1[CH:23]=[CH:22][CH:21]=[CH:20][CH:19]=1. Procedure details: A solution of 80 mg. of 5-amino-2-phenyloxazolo[5,4-b]pyridine in 1 ml. of pyridine was treated with 0.07 ml. of benzoyl chloride. After standing 1 hour the mixture was diluted with ice-water. The precipitate was collected and recrystallized from methanol to give 5-benzoylamino-2-phenyloxazolo[5,4-b]pyridine, m.p. 191°-192° C. Product: COc1cc2nccc(Oc3ccc(NC(=S)NC(=O)c4cccc(C)c4)c(F)c3)c2cc1OC. Reaction SMILES: [CH3:1][O:2][c:3]1[cH:4][c:5]2[c:6]([O:15][c:16]3[cH:17][c:18]([F:23])[c:19]([NH2:20])[cH:21][cH:22]3)[cH:7][cH:8][n:9][c:10]2[cH:11][c:12]1[O:13][CH3:14].[CH3:24][CH2:25][OH:26].[CH3:27][c:28]1[cH:29][c:30]([C:34](=[O:35])[N:36]=[C:37]=[S:38])[cH:31][cH:32][cH:33]1.[CH3:39][c:40]1[cH:41][cH:42][cH:43][cH:44][cH:45]1>>[CH3:1][O:2][c:3]1[cH:4][c:5]2[c:6]([O:15][c:16]3[cH:17][c:18]([F:23])[c:19]([NH:20][C:37]([NH:36][C:34]([c:30]4[cH:29][c:28]([CH3:27])[cH:33][cH:32][cH:31]4)=[O:35])=[S:38])[cH:21][cH:22]3)[cH:7][cH:8][n:9][c:10]2[cH:11][c:12]1[O:13][CH3:14]. The reactants are COc1cc2nccc(Oc3ccc(N)c(F)c3)c2cc1OC, CCO, Cc1cccc(C(=O)N=C=S)c1, Cc1ccccc1. Starting materials: [I-].[Na+] (sodium iodide), C([O-])([O-])=O.[K+].[K+] (potassium carbonate), C1(=CC=CC=C1)CN(C1=NC=2C=CC=CC2C2=C1N=C(N2)CCC(CCl)C)CC2=CC=CC=C2 (N,N-bis(phenylmethyl)-2-(4-chloro-3-methylbutyl)-1H-imidazo[4,5-c]quinolin-4-amine), CC(=O)C (acetone), CC(=O)C (acetone). RXN SMILES: [I-].[Na+].C(=O)([O-])[O-].[K+].[K+].C1(CN(CC2C=CC=CC=2)[C:17]2[C:26]3[N:27]=[C:28]([CH2:30][CH2:31][CH:32]([CH3:35])[CH2:33]Cl)[NH:29][C:25]=3[C:24]3[CH:23]=[CH:22][CH:21]=[CH:20][C:19]=3[N:18]=2)C=CC=CC=1.[CH3:43][C:44]([CH3:46])=O>>[C:44]1([CH2:46][N:29]([CH2:25][C:24]2[CH:23]=[CH:22][CH:21]=[CH:20][CH:19]=2)[C:20]2[CH:21]=[CH:22][CH:23]=[C:24]3[C:19]=2[N:18]=[CH:17][C:26]2[N:27]=[C:28]4[CH2:30][CH2:31][CH:32]([CH3:35])[CH2:33][N:29]4[C:25]3=2)[CH:32]=[CH:31][CH:30]=[CH:28][CH:43]=1 |f:0.1,2.3.4|. Product: C1(=CC=CC=C1)CN(C=1C=CC=C2C3=C(C=NC12)N=C1N3CC(CC1)C)CC1=CC=CC=C1 (N,N-bis(phenylmethyl)-8,9,10,11 tetrahydro-10-methylpyrido[1',2':1,2]imidazo[4,5-c]quinolin-4-amine). Procedure details: A large excess (about 10 fold) of both sodium iodide and potassium carbonate were added to a solution of N,N-bis(phenylmethyl)-2-(4-chloro-3-methylbutyl)-1H-imidazo[4,5-c]quinolin-4-amine (about 0.5 g) in acetone (about 75 mL). The reaction mixture was heated at reflux overnight, diluted with additional acetone, filtered and then concentrated under vacuum. The residue was washed with methylene chloride to recover the product from salts then purified by column chromatography (silica gel eluting w... Reported procedure: The desired compound was prepared according to the procedure of Example A20, using N-[6-chloro-2,4,8,22-tetraazatetracyclo[14.3.1.1(3,7).1(9,13)]docosa-1(20),3(22),4,6,9(21),10,12,16,18-nonaen-12-yl]-3piperidin-4-ylpropanamide bis(trifluoroacetate) and 5-methylisoxazole-3-carbonyl chloride as starting materials in 54% yield. 1H NMR (300 MHz, DMSO-d6): δ 9.43 (s, 1H), 9.34 (m, 2H), 8.12 (s, 1H), 7.98 (s, 1H), 7.73 (s, 1H), 7.21 (d, 1H), 7.04 (m, 2H), 6.87 (d, 1H), 6.78 (d, 1H), 6.40 (s, 1H), 4.42... The yield is 54.0%. As a reaction SMILES: [F:1][C:2]([F:7])([F:6])[C:3]([OH:5])=[O:4].FC(F)(F)C(O)=O.[Cl:15][C:16]1[CH:17]=[N:18][C:19]2[NH:20][C:21]3[CH:22]=[CH:23][CH:24]=[C:25]([CH:48]=3)[CH2:26][CH2:27][C:28]3[CH:36]=[C:32]([NH:33][C:34]=1[N:35]=2)[CH:31]=[CH:30][C:29]=3[NH:37][C:38](=[O:47])[CH2:39][CH2:40][CH:41]1[CH2:46][CH2:45][NH:44][CH2:43][CH2:42]1.[CH3:49][C:50]1[O:54][N:53]=[C:52]([C:55](Cl)=[O:56])[CH:51]=1>>[F:1][C:2]([F:7])([F:6])[C:3]([OH:5])=[O:4].[Cl:15][C:16]1[CH:17]=[N:18][C:19]2[NH:20][C:21]3[CH:22]=[CH:23][CH:24]=[C:25]([CH:48]=3)[CH2:26][CH2:27][C:28]3[CH:36]=[C:32]([NH:33][C:34]=1[N:35]=2)[CH:31]=[CH:30][C:29]=3[NH:37][C:38](=[O:47])[CH2:39][CH2:40][CH:41]1[CH2:42][CH2:43][N:44]([C:55]([C:52]2[CH:51]=[C:50]([CH3:49])[O:54][N:53]=2)=[O:56])[CH2:45][CH2:46]1 |f:0.1.2,4.5|. Reactants: FC(C(=O)O)(F)F.FC(C(=O)O)(F)F.ClC=1C=NC=2NC=3C=CC=C(CCC4=C(C=CC(NC1N2)=C4)NC(CCC4CCNCC4)=O)C3 (N-[6-chloro-2,4,8,22-tetraazatetracyclo[14.3.1.1(3,7).1(9,13)]docosa-1(20),3(22),4,6,9(21),10,12,16,18-nonaen-12-yl]-3piperidin-4-ylpropanamide bis(trifluoroacetate)), CC1=CC(=NO1)C(=O)Cl (5-methylisoxazole-3-carbonyl chloride). Yields the product FC(C(=O)O)(F)F.ClC=1C=NC=2NC=3C=CC=C(CCC4=C(C=CC(NC1N2)=C4)NC(CCC4CCN(CC4)C(=O)C4=NOC(=C4)C)=O)C3 (N-[6-Chloro-2,4,8,22-tetraazatetracyclo[14.3.1.1(3,7).1(9,13)]docosa-1(20),3(22),4,6,9(21),10,12,16,18-nonaen-12-yl]-3-{1-[(5-methylisoxazol-3-yl)carbonyl]piperidin-4-yl}propanamide trifluoroacetate). Starting materials: CC(C)(C)OC(=O)CC(=O)CC(O)COC(=O)c1ccccc1, CO, [H][H], O. Product: CC(C)(C)OC(=O)CC(O)CC(O)COC(=O)c1ccccc1. As a reaction SMILES: [C:1]([CH3:2])([CH3:3])([CH3:4])[O:5][C:6]([CH2:7][C:8]([CH2:9][CH:10]([CH2:11][O:12][C:13]([c:14]1[cH:15][cH:16][cH:17][cH:18][cH:19]1)=[O:20])[OH:21])=[O:22])=[O:23].[CH3:27][OH:28].[H:24][H:25].[OH2:26]>>[C:1]([CH3:2])([CH3:3])([CH3:4])[O:5][C:6]([CH2:7][CH:8]([CH2:9][CH:10]([CH2:11][O:12][C:13]([c:14]1[cH:15][cH:16][cH:17][cH:18][cH:19]1)=[O:20])[OH:21])[OH:22])=[O:23].